This data is from the Open Reaction Database (ORD), a public repository of structured organic reaction records. The task is: describe an organic reaction: reactants, conditions, products, and yield Starting materials: O=C([O-])O, CC(C)=O, [Cl-], C=C(Cl)Cl, Cl, CC(C(=O)O)c1ccc(N)c(F)c1, [Na+], O=N[O-], O, O. Yields the product CC(C(=O)O)c1ccc(CC(Cl)(Cl)Cl)c(F)c1. RXN SMILES: [C:21](=[O:22])([O-:23])[OH:24].[CH3:30][C:31](=[O:32])[CH3:33].[Cl-:28].[Cl:17][C:18](=[CH2:19])[Cl:20].[ClH:29].[NH2:1][c:2]1[c:3]([F:13])[cH:4][c:5]([CH:8]([C:9](=[O:10])[OH:11])[CH3:12])[cH:6][cH:7]1.[Na+:25].[O-:14][N:15]=[O:16].[OH2:26].[OH2:27]>>[c:2]1([CH2:19][C:18]([Cl:17])([Cl:20])[Cl:28])[c:3]([F:13])[cH:4][c:5]([CH:8]([C:9](=[O:10])[OH:11])[CH3:12])[cH:6][cH:7]1. The reactants are CC1(OCCO1)C1=CC=C(S1)CN1N=C(C=C1)N (1-[5-(2-methyl-[1,3]dioxolan-2-yl)-thiophen-2-ylmethyl]-1H-pyrazol-3-ylamine), C(#N)C=1C=C(C=CC1)C1=C(N=CO1)C(=O)O (5-(3-cyano-phenyl)-oxazole-4-carboxylic acid), 05c. The product is C(C)(=O)C1=CC=C(S1)CN1N=C(C=C1)NC(=O)C=1N=COC1C1=CC(=CC=C1)C#N (5-(3-Cyano-phenyl)-oxazole-4-carboxylic acid [1-(5-acetyl-thiophen-2-ylmethyl)-1H-pyrazol-3-yl]-amide). Reaction SMILES: [CH3:1][C:2]1([C:7]2[S:11][C:10]([CH2:12][N:13]3[CH:17]=[CH:16][C:15]([NH2:18])=[N:14]3)=[CH:9][CH:8]=2)[O:6]CCO1.[C:19]([C:21]1[CH:22]=[C:23]([C:27]2[O:31][CH:30]=[N:29][C:28]=2[C:32](O)=[O:33])[CH:24]=[CH:25][CH:26]=1)#[N:20]>>[C:2]([C:7]1[S:11][C:10]([CH2:12][N:13]2[CH:17]=[CH:16][C:15]([NH:18][C:32]([C:28]3[N:29]=[CH:30][O:31][C:27]=3[C:23]3[CH:24]=[CH:25][CH:26]=[C:21]([C:19]#[N:20])[CH:22]=3)=[O:33])=[N:14]2)=[CH:9][CH:8]=1)(=[O:6])[CH3:1]. Reported procedure: Following general procedure X followed by C, starting from 1-[5-(2-methyl-[1,3]dioxolan-2-yl)-thiophen-2-ylmethyl]-1H-pyrazol-3-ylamine and 5-(3-cyano-phenyl)-oxazole-4-carboxylic acid. LC-MS-conditions 05c: tR=0.70 min; [M+H]+=417.70. Starting materials: O[C@@H]1CC[C@H](CC1)CCCCCC(=O)O (trans-6-(4-Hydroxycyclohexyl)hexanoic acid), C(C)(=O)OC(C)=O (acetic anhydride), C1(=CC=C(C=C1)S(=O)(=O)O)C (p-toluenesulfonic acid). Reaction conditions: time 5 hour. Yields the product C(C)(=O)O[C@@H]1CC[C@H](CC1)CCCCCC(=O)O (trans-6-(4-acetoxycyclohexyl)hexanoic acid). Isolated yield 82.0%. RXN SMILES: [OH:1][C@H:2]1[CH2:7][CH2:6][C@H:5]([CH2:8][CH2:9][CH2:10][CH2:11][CH2:12][C:13]([OH:15])=[O:14])[CH2:4][CH2:3]1.C1(C)C=CC(S(O)(=O)=O)=CC=1.[C:27](OC(=O)C)(=[O:29])[CH3:28]>>[C:27]([O:1][C@H:2]1[CH2:3][CH2:4][C@H:5]([CH2:8][CH2:9][CH2:10][CH2:11][CH2:12][C:13]([OH:15])=[O:14])[CH2:6][CH2:7]1)(=[O:29])[CH3:28]. Procedure details: trans-6-(4-Hydroxycyclohexyl)hexanoic acid (5 g) is dissolved in acetic anhydride (25 ml), and p-toluenesulfonic acid (10 mg) is added to the solution. The mixture is stirred at 60° to 70° C. for an hour. The excess acetic anhydride is distilled off under reduced pressure and, after addition of water, the mixture is stirred at room temperature for 24 hours and then at 50° to 60° C. for further 5 hours and poured into ice-water. The resulting crystalline precipitate is recrystallized from ethanol... RXN SMILES: [CH3:24][O:25][CH:26]([OH:27])[CH3:28].[Cl:1][N:2]1[C:3](=[O:4])[CH2:5][CH2:6][C:7]1=[O:8].[O:29]1[CH2:30][CH2:31][O:32][CH2:33][CH2:34]1.[c:9]1(-[c:15]2[nH:16][c:17]([CH2:22][OH:23])[c:18]([CH2:20][OH:21])[n:19]2)[cH:10][cH:11][cH:12][cH:13][cH:14]1>>[Cl:1][c:18]1[c:17]([CH2:22][OH:23])[nH:16][c:15](-[c:9]2[cH:10][cH:11][cH:12][cH:13][cH:14]2)[n:19]1. Starting materials: COC(C)O, O=C1CCC(=O)N1Cl, C1COCCO1, OCc1nc(-c2ccccc2)[nH]c1CO. Product: OCc1[nH]c(-c2ccccc2)nc1Cl. Reactants: CCCCCCOc1ccc(N)cc1, COC(=O)CC(=O)C(C)(C)C, Cc1ccc(C)cc1. Yields the product CCCCCCOc1ccc(NC(=O)CC(=O)C(C)(C)C)cc1. RXN SMILES: [CH2:1]([CH2:2][CH2:3][CH2:4][CH2:5][CH3:6])[O:7][c:8]1[cH:9][cH:10][c:11]([NH2:12])[cH:13][cH:14]1.[CH3:15][O:16][C:17]([CH2:18][C:19]([C:20]([CH3:21])([CH3:22])[CH3:23])=[O:24])=[O:25].[CH3:26][c:27]1[cH:28][cH:29][c:30]([CH3:31])[cH:32][cH:33]1>>[CH2:1]([CH2:2][CH2:3][CH2:4][CH2:5][CH3:6])[O:7][c:8]1[cH:9][cH:10][c:11]([NH:12][C:17](=[O:16])[CH2:18][C:19]([C:20]([CH3:21])([CH3:22])[CH3:23])=[O:24])[cH:13][cH:14]1. Reactants: CNC (dimethylamine), BrCCCCOC1=C(C=CC=C1)C=CC1=C(C=CC=C1)Cl (2-(4-bromobutoxy)-2'-chlorostilbene). Solvent: O1CCCC1 (tetrahydrofuran). Conditions: time 20 hour. Product: Cl.CN(CCCCOC1=C(C=CC=C1)C=CC1=C(C=CC=C1)Cl)C (2-(4-dimethylaminobutoxy)-2'-chlorostilbene hydrochloride). Reaction SMILES: [CH3:1][NH:2][CH3:3].Br[CH2:5][CH2:6][CH2:7][CH2:8][O:9][C:10]1[CH:15]=[CH:14][CH:13]=[CH:12][C:11]=1[CH:16]=[CH:17][C:18]1[CH:23]=[CH:22][CH:21]=[CH:20][C:19]=1[Cl:24]>O1CCCC1>[ClH:24].[CH3:1][N:2]([CH3:3])[CH2:5][CH2:6][CH2:7][CH2:8][O:9][C:10]1[CH:15]=[CH:14][CH:13]=[CH:12][C:11]=1[CH:16]=[CH:17][C:18]1[CH:23]=[CH:22][CH:21]=[CH:20][C:19]=1[Cl:24] |f:3.4|. Procedure details: In a mixture of 50 ml of tetrahydrofuran and 50 ml of aqueous 50% dimethylamine solution 5 g of 2-(4-bromobutoxy)-2'-chlorostilbene was dissolved and the resulting solution was stirred for 20 hours at ambient temperature. After the reaction was complete, the solvent was distilled off at reduced pressure. An aqueous 2 N NaOH solution was added to the residue and the mixture was extracted with ether. The extract was washed with saturated sodium chloride solution and dried over anhydrous sodium sul...